The task is: describe an organic reaction: reactants, conditions, products, and yield. This data is from the Open Reaction Database (ORD), a public repository of structured organic reaction records. Reactants: Br[Mg]c1ccccc1, CCOC(=O)C=CC(=O)c1ccc(OC)c(OC)c1, [Cl-], [NH4+], C1CCOC1. Yields the product COc1ccc(C(=O)C=CC(=O)c2ccccc2)cc1OC. As a reaction SMILES: [Br:20][Mg:21][c:22]1[cH:23][cH:24][cH:25][cH:26][cH:27]1.[CH3:1][O:2][c:3]1[cH:4][c:5]([C:11]([CH:12]=[CH:13][C:14]([O:16][CH2:15][CH3:17])=[O:18])=[O:19])[cH:6][cH:7][c:8]1[O:9][CH3:10].[Cl-:28].[NH4+:29].[O:30]1[CH2:31][CH2:32][CH2:33][CH2:34]1>>[CH3:1][O:2][c:3]1[cH:4][c:5]([C:11]([CH:12]=[CH:13][C:14](=[O:16])[c:22]2[cH:23][cH:24][cH:25][cH:26][cH:27]2)=[O:19])[cH:6][cH:7][c:8]1[O:9][CH3:10]. The solvent is CN(C)C=O (DMF). Reaction conditions: temperature 90 celsius, time 60 hour. Product: FC=1C=NC=C(C1)N1N=CC=C1 (3-Fluoro-5-(1H-pyrazol-1-yl)pyridine). The reactants are BrC=1C=NC=C(C1)F (3-Bromo-5-fluoropyridine), C([O-])([O-])=O.[Cs+].[Cs+] (cesium carbonate), N1N=CC=C1 (1H-pyrazole), ferric acetylacetonate. The reagents and catalysts are [Cu]=O (copper(II) oxide). RXN SMILES: Br[C:2]1[CH:3]=[N:4][CH:5]=[C:6]([F:8])[CH:7]=1.[NH:9]1[CH:13]=[CH:12][CH:11]=[N:10]1.C(=O)([O-])[O-].[Cs+].[Cs+]>CN(C=O)C.[Cu]=O>[F:8][C:6]1[CH:5]=[N:4][CH:3]=[C:2]([N:9]2[CH:13]=[CH:12][CH:11]=[N:10]2)[CH:7]=1 |f:2.3.4|. Procedure details: 3-Bromo-5-fluoropyridine (300 mg, 1.705 mmol), 1H-pyrazole (180 mg, 2.64 mmol), ferric acetylacetonate (181 mg, 0.511 mmol), copper(II) oxide (13.6 mg, 0.170 mmol) and cesium carbonate (1.11 g, 3.41 mmol) were suspended in DMF (2.0 mL). The reaction mixture was stirred at 90° C. for 60 hours. After cooling to room temperature, the reaction mixture was partitioned between ethyl acetate (3×30 mL) and water (100 mL). The organic layers were combined, washed with brine (50 mL) and dried (sodium sulf... As a reaction SMILES: [BH4-:20].[CH3:1][CH:2]1[CH2:3][C:4]2([O:5][CH2:6][CH2:7][O:8]2)[CH2:9][CH2:10][C:11]1=[N:12][CH2:13][c:14]1[cH:15][cH:16][cH:17][cH:18][cH:19]1.[CH3:22][OH:23].[Na+:21]>>[CH3:1][CH:2]1[CH2:3][C:4]2([O:5][CH2:6][CH2:7][O:8]2)[CH2:9][CH2:10][CH:11]1[NH:12][CH2:13][c:14]1[cH:15][cH:16][cH:17][cH:18][cH:19]1. The product is CC1CC2(CCC1NCc1ccccc1)OCCO2. Reactants: [BH4-], CC1CC2(CCC1=NCc1ccccc1)OCCO2, CO, [Na+]. The reactants are CC(=O)O, Cc1cnc(NC(=O)N(C2CCC(C)CC2)C2CCC3(CC2)OCCO3)s1. Yields the product Cc1cnc(NC(=O)N(C2CCC(=O)CC2)C2CCC(C)CC2)s1. RXN SMILES: [CH3:28][C:29](=[O:30])[OH:31].[O:1]1[CH2:3][CH2:2][O:4][C:5]12[CH2:6][CH2:7][CH:8]([N:11]([C:12](=[O:13])[NH:14][c:15]1[s:16][c:17]([CH3:20])[cH:18][n:19]1)[CH:21]1[CH2:22][CH2:23][CH:24]([CH3:27])[CH2:25][CH2:26]1)[CH2:9][CH2:10]2>>[O:4]=[C:5]1[CH2:6][CH2:7][CH:8]([N:11]([C:12](=[O:13])[NH:14][c:15]2[s:16][c:17]([CH3:20])[cH:18][n:19]2)[CH:21]2[CH2:22][CH2:23][CH:24]([CH3:27])[CH2:25][CH2:26]2)[CH2:9][CH2:10]1. Yields the product NCc1cc(Cl)c(NC(=O)CCl)c(Cl)c1. Reactants: CC(C)O, CO, N#Cc1cc(Cl)c(NC(=O)CCl)c(Cl)c1, Cl, [H][H]. As a reaction SMILES: [CH3:16][CH:17]([OH:18])[CH3:19].[CH3:23][OH:24].[Cl:1][CH2:2][C:3](=[O:4])[NH:5][c:6]1[c:7]([Cl:15])[cH:8][c:9]([C:13]#[N:14])[cH:10][c:11]1[Cl:12].[ClH:20].[H:21][H:22]>>[Cl:1][CH2:2][C:3](=[O:4])[NH:5][c:6]1[c:7]([Cl:15])[cH:8][c:9]([CH2:13][NH2:14])[cH:10][c:11]1[Cl:12]. Starting materials: BrC1=CC=C(C=C1)N1CCN(CC1)S(=O)(=O)C (1-(4-bromophenyl)-4-(methanesulfonyl)piperazine), C[Si](C)(C)[N-][Si](C)(C)C.[Li+] (Lithium bis(trimethylsilyl)amide), Cl[Si](C)(C)C (Chlorotrimethylsilane), N1=C(N=CC=C1)CCCC=O (4-pyrimidin-2-ylbutanal). Solvent: C1CCOC1 (THF). Run at temperature -20 celsius, time 1 hour. Product: BrC1=CC=C(C=C1)N1CCN(CC1)S(=O)(=O)C=CCCCC1=NC=CC=N1 (2-(5-[4-(4-bromophenyl)piperazino]sulfonylpent-4-enyl)pyrimidine), material. Isolated yield 84.0%. RXN SMILES: [Br:1][C:2]1[CH:7]=[CH:6][C:5]([N:8]2[CH2:13][CH2:12][N:11]([S:14]([CH3:17])(=[O:16])=[O:15])[CH2:10][CH2:9]2)=[CH:4][CH:3]=1.C[Si]([N-][Si](C)(C)C)(C)C.[Li+].Cl[Si](C)(C)C.[N:33]1[CH:38]=[CH:37][CH:36]=[N:35][C:34]=1[CH2:39][CH2:40][CH2:41][CH:42]=O>C1COCC1>[Br:1][C:2]1[CH:3]=[CH:4][C:5]([N:8]2[CH2:13][CH2:12][N:11]([S:14]([CH:17]=[CH:42][CH2:41][CH2:40][CH2:39][C:34]3[N:35]=[CH:36][CH:37]=[CH:38][N:33]=3)(=[O:15])=[O:16])[CH2:10][CH2:9]2)=[CH:6][CH:7]=1 |f:1.2|. Procedure details: To the 1-(4-bromophenyl)-4-(methanesulfonyl)piperazine (902 mg, 2.0 mmol) suspended in anhydrous THF (15 ml), under Nitrogen, cooled to between −20 and −30° C. was added sequentially Lithium bis(trimethylsilyl)amide (1.0M in THF, 4.0 ml), Chlorotrimethylsilane (217 mg, 2.0 mmol, 253 μl) and 4-pyrimidin-2-ylbutanal (300 mg, 2.0 mmol). The mixture was stirred at −20° C. for 1 hour, quenched with saturated ammonium chloride solution and allowed to stand at ambient temperature overnight. The solvent... Starting materials: CN1N=CC=C1NC=1N=CC2=C(N1)CN(CC2)C(=O)OC(C)(C)C (tert-butyl 2-(1-methyl-1H-pyrazol-5-ylamino)-5,6-dihydropyrido[3,4-d]pyrimidine-7(8H)-carboxylate), Cl (HCl), O1CCOCC1 (dioxane), N.CO (NH3 MeOH). Run in C(Cl)Cl.CCO (DCM EtOH). Run at time 18 hour. The product is CN1N=CC=C1NC=1N=CC2=C(N1)CNCC2 (N-(1-methyl-1H-pyrazol-5-yl)-5,6,7,8-tetrahydropyrido[3,4-d]pyrimidin-2-amine). Isolated yield 57.6%. Reaction SMILES: [CH3:1][N:2]1[C:6]([NH:7][C:8]2[N:9]=[CH:10][C:11]3[CH2:17][CH2:16][N:15](C(OC(C)(C)C)=O)[CH2:14][C:12]=3[N:13]=2)=[CH:5][CH:4]=[N:3]1.Cl.O1CCOCC1.N.CO>C(Cl)Cl.CCO>[CH3:1][N:2]1[C:6]([NH:7][C:8]2[N:9]=[CH:10][C:11]3[CH2:17][CH2:16][NH:15][CH2:14][C:12]=3[N:13]=2)=[CH:5][CH:4]=[N:3]1 |f:3.4,5.6|. Procedure: To a solution of tert-butyl 2-(1-methyl-1H-pyrazol-5-ylamino)-5,6-dihydropyrido[3,4-d]pyrimidine-7(8H)-carboxylate (0.556 g, 1.68 mmol) in DCM/EtOH 5 mL, 1:1) was added 4N HCl in dioxane (4.21 ml, 16.8 mmol) and the solution stirred for 18 h. The reaction was concentrated to afford an orange solid that was neutralized by stirring with 7N NH3/MeOH and washed with DCM. The precipitate was filtered and purified by SiO2 chromatography (SNAP 25) eluting with a MeOH/DCM gradient (0 to 20% MeOH) to aff...